Dataset: the Open Reaction Database (ORD), a public repository of structured organic reaction records. Task: describe an organic reaction: reactants, conditions, products, and yield Starting materials: C(C(O)C)(=O)O (Lactic acid), O=C[C@H](O)[C@@H](O)[C@H](O)[C@H](O)CO (glucose), O=C[C@H](O)[C@@H](O)[C@H](O)CO (xylose), [OH-].[Na+] (NaOH). Yields the product O=C[C@H](O)[C@@H](O)[C@H](O)[C@H](O)CO.O=C[C@H](O)[C@@H](O)[C@H](O)CO (Glucose Xylose). As a reaction SMILES: C(O)(=O)C(C)O.[O:7]=[CH:8][C@@H:9]([C@H:11]([C@@H:13]([C@@H:15]([CH2:17][OH:18])[OH:16])[OH:14])[OH:12])[OH:10].[O:19]=[CH:20][C@@H:21]([C@H:23]([C@@H:25]([CH2:27][OH:28])[OH:26])[OH:24])[OH:22].[OH-].[Na+]>>[O:7]=[CH:8][C@@H:9]([C@H:11]([C@@H:13]([C@@H:15]([CH2:17][OH:18])[OH:16])[OH:14])[OH:12])[OH:10].[O:19]=[CH:20][C@@H:21]([C@H:23]([C@@H:25]([CH2:27][OH:28])[OH:26])[OH:24])[OH:22] |f:3.4,5.6|. Reported procedure: Lactic acid fermentation from a mixture of glucose and xylose at a weight ratio of 2:1 was examined. Fermentation was carried out at 43° C. with controlling pH to be 7.0 (by automatic addition of 10 M or 15 M NaOH) in all the cases. Reactants: [Cl-].[Cl-].[Cl-].[Al+3] (Aluminium trichloride), ClC1=CC=C(C(=O)Cl)C=C1 (4-chlorobenzoyl chloride), FC=1C=C(C=CC1)OC (3-Fluoroanisole). Run in [N+](=O)([O-])C1=CC=CC=C1 (nitrobenzene), [N+](=O)([O-])C1=CC=CC=C1 (nitrobenzene). Run at temperature 20 celsius, time 8 hour. The product is ClC1=CC=C(C=C1)C(=O)C1=C(C=C(C=C1)OC)F ((4-chloro-phenyl)-(2-fluoro-4-methoxy-phenyl)-methanone). The yield is 41.6%. As a reaction SMILES: [Cl-].[Cl-].[Cl-].[Al+3].[Cl:5][C:6]1[CH:14]=[CH:13][C:9]([C:10](Cl)=[O:11])=[CH:8][CH:7]=1.[F:15][C:16]1[CH:17]=[C:18]([O:22][CH3:23])[CH:19]=[CH:20][CH:21]=1>[N+](C1C=CC=CC=1)([O-])=O>[Cl:5][C:6]1[CH:14]=[CH:13][C:9]([C:10]([C:21]2[CH:20]=[CH:19][C:18]([O:22][CH3:23])=[CH:17][C:16]=2[F:15])=[O:11])=[CH:8][CH:7]=1 |f:0.1.2.3|. Procedure: Aluminium trichloride (144 g, 1.08 mol) was added to a cooled (0° C.) solution of nitrobenzene (450 mL). A solution of 4-chlorobenzoyl chloride (128.5 mL, 1 mol) in nitrobenzene (200 mL) was slowly added. 3-Fluoroanisole (108.5 mL, 0.95 mol) was slowly added. The reaction mixture was stirred overnight at 20° C., partitioned between ice water and ethyl acetate. The aqueous layer was extracted with ethyl acetate and the combined organic phase was washed with water, dried over sodium sulfate, filte...